This data is from the Open Reaction Database (ORD), a public repository of structured organic reaction records. The task is: describe an organic reaction: reactants, conditions, products, and yield The reactants are [N-]=C=S.[Na+] (sodium isothiocyanate), N1=CC=CC=C1 (pyridine), CS(=O)(=O)ON=C([C@@H]1OC2(OC1)CCCCC2)Cl ((R)-N-(methylsulfonyloxy)-1,4-dioxaspiro[4.5]decane-2-carbimidoyl chloride), CC1=NC=CC=C1OC=1C(=NC=C(C1)SC1=NC=CC=C1)N (3-(2-methylpyridin-3-yloxy)-5-(pyridin-2-ylthio)pyridin-2-amine). Run in C(C)#N (acetonitrile). Reaction conditions: temperature 60 celsius, time 14 hour. The product is CC1=NC=CC=C1OC=1C(=NC=C(C1)SC1=NC=CC=C1)NC1=NC(=NS1)[C@@H]1OC2(OC1)CCCCC2 ((S)-N-(3-(2-methylpyridin-3-yloxy)-5-(pyridin-2-ylthio)pyridin-2-yl)-3-(1,4-dioxaspiro[4.5]decan-2-yl)-1,2,4-thiadiazol-5-amine). Yield: 70.3%. RXN SMILES: [N-:1]=[C:2]=[S:3].[Na+].N1C=CC=CC=1.CS(O[N:16]=[C:17](Cl)[C@H:18]1[CH2:22][O:21][C:20]2([CH2:27][CH2:26][CH2:25][CH2:24][CH2:23]2)[O:19]1)(=O)=O.[CH3:29][C:30]1[C:35]([O:36][C:37]2[C:38]([NH2:50])=[N:39][CH:40]=[C:41]([S:43][C:44]3[CH:49]=[CH:48][CH:47]=[CH:46][N:45]=3)[CH:42]=2)=[CH:34][CH:33]=[CH:32][N:31]=1>C(#N)C>[CH3:29][C:30]1[C:35]([O:36][C:37]2[C:38]([NH:50][C:2]3[S:3][N:16]=[C:17]([C@H:18]4[CH2:22][O:21][C:20]5([CH2:23][CH2:24][CH2:25][CH2:26][CH2:27]5)[O:19]4)[N:1]=3)=[N:39][CH:40]=[C:41]([S:43][C:44]3[CH:49]=[CH:48][CH:47]=[CH:46][N:45]=3)[CH:42]=2)=[CH:34][CH:33]=[CH:32][N:31]=1 |f:0.1|. Procedure: To 700 mL of acetonitrile was added sodium isothiocyanate (12.5 g, 155 mmol), pyridine (25.2 ml, 309 mmol) and (R)-N-(methylsulfonyloxy)-1,4-dioxaspiro[4.5]decane-2-carbimidoyl chloride (38.4 g, 129 mmol) and the reaction heated to 60° C. for 15 minutes (white solid formed). To the mixture was added 3-(2-methylpyridin-3-yloxy)-5-(pyridin-2-ylthio)pyridin-2-amine (32 g, 103 mmol) as a solid and the reaction was stirred for 14 hours at 60° C. The reaction was cooled and concentrated in vacuo. The ... Reactants: N1CCCCC1 (piperidine), N1[C@H](C(=O)O)CCC1 (L-proline), C([O-])([O-])=O.[K+].[K+] (potassium carbonate), FC1=CC=C(CN2C(C(=C([C@@H]3CCC[C@H]23)O)C2=NS(C3=C(N2)C=CC(=C3)I)(=O)=O)=O)C=C1 ((4aR,7aS)-1-(4-fluoro-benzyl)-4-hydroxy-3-(7-iodo-1,1-dioxo-1,4-dihydro-1λ6-benzo[1,2,4]thiadiazin-3-yl)-1,4a,5,6,7,7a-hexahydro-[1]pyrindin-2-one). The reagents and catalysts are [Cu](I)I (copper iodide). Conditions: temperature 90 celsius, time 60 hour. Yields the product O=S1(N=C(NC2=C1C=C(C=C2)N2CCCCC2)C=2C(N([C@H]1CCC[C@H]1C2O)CC2=CC=C(C=C2)F)=O)=O ((4aR,7aS)-3-(1,1-dioxo-7-piperidin-1-yl-1,4-dihydro-1λ6-benzo[1,2,4]thiadiazin-3-yl)-1-(4-fluoro-benzyl)-4-hydroxy-1,4a,5,6,7,7a-hexahydro-[1]pyrindin-2-one). Yield: 147.6%. RXN SMILES: [NH:1]1[CH2:8][CH2:7][CH2:6][C@H:2]1[C:3](O)=O.C(=O)([O-])[O-].[K+].[K+].[F:15][C:16]1[CH:46]=[CH:45][C:19]([CH2:20][N:21]2[C@@H:29]3[C@@H:25]([CH2:26][CH2:27][CH2:28]3)[C:24]([OH:30])=[C:23]([C:31]3[NH:36][C:35]4[CH:37]=[CH:38][C:39](I)=[CH:40][C:34]=4[S:33](=[O:43])(=[O:42])[N:32]=3)[C:22]2=[O:44])=[CH:18][CH:17]=1.N1CCCCC1>[Cu](I)I>[O:42]=[S:33]1(=[O:43])[C:34]2[CH:40]=[C:39]([N:1]3[CH2:8][CH2:7][CH2:6][CH2:2][CH2:3]3)[CH:38]=[CH:37][C:35]=2[NH:36][C:31]([C:23]2[C:22](=[O:44])[N:21]([CH2:20][C:19]3[CH:45]=[CH:46][C:16]([F:15])=[CH:17][CH:18]=3)[C@@H:29]3[C@H:25]([C:24]=2[OH:30])[CH2:26][CH2:27][CH2:28]3)=[N:32]1 |f:1.2.3|. Procedure details: A reaction flask was charged with L-proline (24.3 mg, 0.21 mmol), potassium carbonate (146.3 mg, 1.06 mmol), copper iodide (21 mg, 0.11 mmol) and (4aR,7aS)-1-(4-fluoro-benzyl)-4-hydroxy-3-(7-iodo-1,1-dioxo-1,4-dihydro-1λ6-benzo[1,2,4]thiadiazin-3-yl)-1,4a,5,6,7,7a-hexahydro-[1]pyrindin-2-one (prepared as described in Example 39c, 300 mg, 0.53 mmol). The flask was degassed and backfilled with nitrogen, and then anhydrous dimethylsulfoxide (5 mL) was added followed by addition of piperidine (0.16 ...